This data is from the Open Reaction Database (ORD), a public repository of structured organic reaction records. The task is: describe an organic reaction: reactants, conditions, products, and yield The reactants are [BH4-], [BH4-], CCOCC, CCOC(=O)C(Cc1ccc(C(F)(F)F)cc1)C(=O)c1ccc(Cl)s1, Cl, [Zn+2]. The product is CCOC(=O)C(Cc1ccc(C(F)(F)F)cc1)C(O)c1ccc(Cl)s1. Reaction SMILES: [BH4-:32].[BH4-:34].[CH3:27][CH2:28][O:29][CH2:30][CH3:31].[Cl:1][c:2]1[cH:3][cH:4][c:5]([C:7]([CH:8]([C:9](=[O:10])[O:11][CH2:12][CH3:13])[CH2:14][c:15]2[cH:16][cH:17][c:18]([C:21]([F:22])([F:23])[F:24])[cH:19][cH:20]2)=[O:25])[s:6]1.[ClH:26].[Zn+2:33]>>[Cl:1][c:2]1[cH:3][cH:4][c:5]([CH:7]([CH:8]([C:9](=[O:10])[O:11][CH2:12][CH3:13])[CH2:14][c:15]2[cH:16][cH:17][c:18]([C:21]([F:22])([F:23])[F:24])[cH:19][cH:20]2)[OH:25])[s:6]1. The reactants are O=C([O-])[O-], CS(C)=O, N#Cc1cccnc1Cl, [Cs+], [Cs+], O=C(O)c1cc(O)ccc1F, O. The product is N#Cc1cccnc1Oc1ccc(F)c(C(=O)O)c1. Reaction SMILES: [C:21](=[O:22])([O-:23])[O-:24].[CH3:27][S:28]([CH3:29])=[O:30].[Cl:1][c:2]1[c:3]([C:4]#[N:5])[cH:6][cH:7][cH:8][n:9]1.[Cs+:25].[Cs+:26].[F:10][c:11]1[c:12]([C:13](=[O:14])[OH:15])[cH:16][c:17]([OH:20])[cH:18][cH:19]1.[OH2:31]>>[c:2]1([O:20][c:17]2[cH:16][c:12]([C:13](=[O:14])[OH:15])[c:11]([F:10])[cH:19][cH:18]2)[c:3]([C:4]#[N:5])[cH:6][cH:7][cH:8][n:9]1. The reactants are [Cl-].C(C)OC(C(=O)O)=O (oxalic acid monoethyl ester chloride), O(C1=CC=CC=C1)C1=CC=C(OCCOC(NCC)=O)C=C1 (N-ethyl-carbamic acid-2-(4-phenoxyphenoxy)ethyl ester), ice water. The solvent is C(CCl)Cl (ethylene chloride). Yields the product C(C)OC(C(=O)N(C(=O)OCCOC1=CC=C(C=C1)OC1=CC=CC=C1)CC)=O (N-ethyl-N-2-(4-phenoxyphenoxy)ethoxycarbonyl-oxamic acid ethyl ester). As a reaction SMILES: [O:1]([C:8]1[CH:22]=[CH:21][C:11]([O:12][CH2:13][CH2:14][O:15][C:16](=[O:20])[NH:17][CH2:18][CH3:19])=[CH:10][CH:9]=1)[C:2]1[CH:7]=[CH:6][CH:5]=[CH:4][CH:3]=1.[Cl-].[CH2:24]([O:26][C:27](=[O:31])[C:28]([OH:30])=O)[CH3:25]>C(Cl)CCl>[CH2:24]([O:26][C:27](=[O:31])[C:28]([N:17]([CH2:18][CH3:19])[C:16]([O:15][CH2:14][CH2:13][O:12][C:11]1[CH:21]=[CH:22][C:8]([O:1][C:2]2[CH:7]=[CH:6][CH:5]=[CH:4][CH:3]=2)=[CH:9][CH:10]=1)=[O:20])=[O:30])[CH3:25] |f:1.2|. Procedure: 9.0 g of N-ethyl-carbamic acid-2-(4-phenoxyphenoxy)ethyl ester are dissolved in 90 ml of ethylene chloride. To this solution are added 9.6 g of oxalic acid monoethyl ester chloride, and stirring is maintained for 10 hours under mild refluxing conditions. The cooled reaction mixture is then poured into 200 ml of ice-water, and the organic phase is separated. This is washed with cold water, dried over sodium sulfate, concentrated by evaporation and taken up in dichloromethane. Chromatography on si... Procedure: 1.28 g (38.7 mmol) of aluminum lithium hydride was suspended in tetrahydrofuran (20 ml). At room temperature, 5.0 g (16.9 mmol) of 4,4-dimethyl-2-(4'-carboxybiphenyl-2-yl)oxazoline was gradually added thereto, followed by stirring for 2 hours. After the reaction liquid was cooled with ice, 100 ml of water was added thereto to conduct hydrolysis, followed by the extraction with chloroform. After washing with water and drying, vacuum concentration was conducted. The residue was purified by silica ... Yields the product CC1(N=C(OC1)C1=C(C=CC=C1)C1=CC=C(C=C1)CO)C (4,4-dimethyl-2-(4'-hydroxymethylbiphenyl-2-yl)oxazoline). Run in O1CCCC1 (tetrahydrofuran). RXN SMILES: [H-].[Li+].[Al+3].[H-].[H-].[H-].[CH3:7][C:8]1([CH3:28])[CH2:12][O:11][C:10]([C:13]2[CH:18]=[CH:17][CH:16]=[CH:15][C:14]=2[C:19]2[CH:24]=[CH:23][C:22]([C:25](O)=[O:26])=[CH:21][CH:20]=2)=[N:9]1.O>O1CCCC1>[CH3:7][C:8]1([CH3:28])[CH2:12][O:11][C:10]([C:13]2[CH:18]=[CH:17][CH:16]=[CH:15][C:14]=2[C:19]2[CH:20]=[CH:21][C:22]([CH2:25][OH:26])=[CH:23][CH:24]=2)=[N:9]1 |f:0.1.2.3.4.5|. The reactants are [H-].[Li+].[Al+3].[H-].[H-].[H-] (aluminum lithium hydride), CC1(N=C(OC1)C1=C(C=CC=C1)C1=CC=C(C=C1)C(=O)O)C (4,4-dimethyl-2-(4'-carboxybiphenyl-2-yl)oxazoline), O (water). Conditions: time 2 hour. Yield: 88.3%. The reactants are CC(C)(C)OC(=O)NC1CCN(c2ccc([N+](=O)[O-])c(N)n2)C1, CCO. Product: CC(C)(C)OC(=O)NC1CCN(c2ccc(N)c(N)n2)C1. Reaction SMILES: [C:1]([CH3:2])([CH3:3])([CH3:4])[O:5][C:6]([NH:7][CH:8]1[CH2:9][N:10]([c:13]2[n:14][c:15]([NH2:22])[c:16]([N+:19]([O-:20])=[O:21])[cH:17][cH:18]2)[CH2:11][CH2:12]1)=[O:23].[CH3:24][CH2:25][OH:26]>>[C:1]([CH3:2])([CH3:3])([CH3:4])[O:5][C:6]([NH:7][CH:8]1[CH2:9][N:10]([c:13]2[n:14][c:15]([NH2:22])[c:16]([NH2:19])[cH:17][cH:18]2)[CH2:11][CH2:12]1)=[O:23]. The reactants are CNCCOC, O=C(O)c1ccc(-c2nc3ccc(C4(c5ccccc5)CC4)nc3s2)c(F)c1. Product: COCCN(C)C(=O)c1ccc(-c2nc3ccc(C4(c5ccccc5)CC4)nc3s2)c(F)c1. RXN SMILES: [CH3:29][O:30][CH2:31][CH2:32][NH:33][CH3:34].[F:1][c:2]1[cH:3][c:4]([C:5](=[O:6])[OH:7])[cH:8][cH:9][c:10]1-[c:11]1[s:12][c:13]2[n:14][c:15]([C:20]3([c:23]4[cH:24][cH:25][cH:26][cH:27][cH:28]4)[CH2:21][CH2:22]3)[cH:16][cH:17][c:18]2[n:19]1>>[F:1][c:2]1[cH:3][c:4]([C:5](=[O:6])[N:33]([CH2:32][CH2:31][O:30][CH3:29])[CH3:34])[cH:8][cH:9][c:10]1-[c:11]1[s:12][c:13]2[n:14][c:15]([C:20]3([c:23]4[cH:24][cH:25][cH:26][cH:27][cH:28]4)[CH2:21][CH2:22]3)[cH:16][cH:17][c:18]2[n:19]1. Yields the product CCOC(=O)C(C)=Cc1cc(F)c(Oc2ccc(S(=O)(=O)Cl)cc2)c(F)c1. As a reaction SMILES: [Cl:24][S:25](=[O:26])(=[O:27])[OH:28].[Cl:29][CH2:30][Cl:31].[F:1][c:2]1[cH:3][c:4]([CH:16]=[C:17]([C:18](=[O:19])[O:20][CH2:21][CH3:22])[CH3:23])[cH:5][c:6]([F:15])[c:7]1[O:8][c:9]1[cH:10][cH:11][cH:12][cH:13][cH:14]1>>[F:1][c:2]1[cH:3][c:4]([CH:16]=[C:17]([C:18](=[O:19])[O:20][CH2:21][CH3:22])[CH3:23])[cH:5][c:6]([F:15])[c:7]1[O:8][c:9]1[cH:10][cH:11][c:12]([S:25]([Cl:24])(=[O:26])=[O:27])[cH:13][cH:14]1. Starting materials: O=S(=O)(O)Cl, ClCCl, CCOC(=O)C(C)=Cc1cc(F)c(Oc2ccccc2)c(F)c1. Starting materials: N1CCCC1 (pyrrolidine), COC(=O)C1=NC(=C(N=C1)Cl)Br (6-bromo-5-chloro-pyrazine-2-carboxylic acid methyl ester), C(=O)([O-])[O-].[Cs+].[Cs+] (Cs2CO3), C(CC)O (propanol), [OH-].[K+] (KOH). The solvent is CN(C)C=O (DMF), O (water). Conditions: temperature 60 celsius. Yields the product C(CC)OC1=C(N=CC(=N1)C(=O)O)N1CCCC1 (6-Propoxy-5-pyrrolidin-1-yl-pyrazine-2-carboxylic acid). The yield is 17.1%. As a reaction SMILES: C[O:2][C:3]([C:5]1[CH:10]=[N:9][C:8](Cl)=[C:7](Br)[N:6]=1)=[O:4].C([O-])([O-])=O.[Cs+].[Cs+].[CH2:19]([OH:22])[CH2:20][CH3:21].[NH:23]1[CH2:27][CH2:26][CH2:25][CH2:24]1.[OH-].[K+]>CN(C=O)C.O>[CH2:19]([O:22][C:7]1[N:6]=[C:5]([C:3]([OH:2])=[O:4])[CH:10]=[N:9][C:8]=1[N:23]1[CH2:27][CH2:26][CH2:25][CH2:24]1)[CH2:20][CH3:21] |f:1.2.3,6.7|. Procedure details: A mixture of 71.3 mg (0.28 mmol) 6-bromo-5-chloro-pyrazine-2-carboxylic acid methyl ester, 182.4 mg (0.56 mmol) Cs2CO3 and 17 mg (0.286 mmol) propanol in 1 mL DMF was heated to 60° C. for 16 h. Subsequently, 60 mg (0.84 mmol) pyrrolidine was added and the mixture was heated to 100° C. for 16 h. 0.2 mL water and 0.05 mL 5N KOH was added and heated to 60° C. for 2 h. The mixture was purified by preparative HPLC on reversed phase eluting with a gradient formed from acetonitrile, water and formic ac...